describe an organic reaction: reactants, conditions, products, and yield From a dataset of the Open Reaction Database (ORD), a public repository of structured organic reaction records. The reactants are Cc1ccc2c(Cl)ccnc2n1, CC(C)(C)OC(=O)NCc1ccc(Sc2ccccc2)c(N)c1. Product: Cc1ccc2c(Nc3cc(CNC(=O)OC(C)(C)C)ccc3Sc3ccccc3)ccnc2n1. As a reaction SMILES: [Cl:1][c:2]1[c:3]2[cH:4][cH:5][c:6]([CH3:12])[n:7][c:8]2[n:9][cH:10][cH:11]1.[NH2:13][c:14]1[cH:15][c:16]([CH2:17][NH:18][C:19]([O:20][C:21]([CH3:22])([CH3:23])[CH3:24])=[O:25])[cH:26][cH:27][c:28]1[S:29][c:30]1[cH:31][cH:32][cH:33][cH:34][cH:35]1>>[c:2]1([NH:13][c:14]2[cH:15][c:16]([CH2:17][NH:18][C:19]([O:20][C:21]([CH3:22])([CH3:23])[CH3:24])=[O:25])[cH:26][cH:27][c:28]2[S:29][c:30]2[cH:31][cH:32][cH:33][cH:34][cH:35]2)[c:3]2[cH:4][cH:5][c:6]([CH3:12])[n:7][c:8]2[n:9][cH:10][cH:11]1. Starting materials: CS(C)=O, CCN(C(C)C)C(C)C, O, c1ccc(-c2nsc(N3CCNCC3)n2)cc1, O=C(Nc1ccccn1)OCC(Cl)(Cl)Cl. The product is O=C(Nc1ccccn1)N1CCN(c2nc(-c3ccccc3)ns2)CC1. RXN SMILES: [CH3:43][S:44](=[O:45])[CH3:46].[CH:33]([N:34]([CH:35]([CH3:36])[CH3:37])[CH2:38][CH3:39])([CH3:40])[CH3:41].[OH2:42].[c:16]1(-[c:22]2[n:23][s:24][c:25]([N:27]3[CH2:28][CH2:29][NH:30][CH2:31][CH2:32]3)[n:26]2)[cH:17][cH:18][cH:19][cH:20][cH:21]1.[n:1]1[c:2]([NH:7][C:8]([O:9][CH2:10][C:11]([Cl:12])([Cl:13])[Cl:14])=[O:15])[cH:3][cH:4][cH:5][cH:6]1>>[n:1]1[c:2]([NH:7][C:8](=[O:15])[N:30]2[CH2:29][CH2:28][N:27]([c:25]3[s:24][n:23][c:22](-[c:16]4[cH:17][cH:18][cH:19][cH:20][cH:21]4)[n:26]3)[CH2:32][CH2:31]2)[cH:3][cH:4][cH:5][cH:6]1. Reactants: CC1(C)CCCNc2ccc(N)cc21, COCCO, CS(=O)(=O)NC1CCCCC1Nc1nc(Cl)ncc1Cl, Cl, C1COCCO1. Yields the product CC1(C)CCCNc2ccc(Nc3ncc(Cl)c(NC4CCCCC4NS(C)(=O)=O)n3)cc21. RXN SMILES: [CH3:21][C:22]1([CH3:34])[c:23]2[c:24]([cH:29][cH:30][c:31]([NH2:33])[cH:32]2)[NH:25][CH2:26][CH2:27][CH2:28]1.[CH3:42][O:43][CH2:44][CH2:45][OH:46].[Cl:1][c:2]1[n:3][cH:4][c:5]([Cl:20])[c:6]([NH:8][CH:9]2[CH:10]([NH:15][S:16](=[O:17])(=[O:18])[CH3:19])[CH2:11][CH2:12][CH2:13][CH2:14]2)[n:7]1.[ClH:35].[O:36]1[CH2:37][CH2:38][O:39][CH2:40][CH2:41]1>>[c:2]1([NH:33][c:31]2[cH:30][cH:29][c:24]3[c:23]([cH:32]2)[C:22]([CH3:21])([CH3:34])[CH2:28][CH2:27][CH2:26][NH:25]3)[n:3][cH:4][c:5]([Cl:20])[c:6]([NH:8][CH:9]2[CH:10]([NH:15][S:16](=[O:17])(=[O:18])[CH3:19])[CH2:11][CH2:12][CH2:13][CH2:14]2)[n:7]1.